From a dataset of the Open Reaction Database (ORD), a public repository of structured organic reaction records. describe an organic reaction: reactants, conditions, products, and yield Reactants: C(C(C)=C)[Si](C)(C)C (methallyltrimethylsilane), C(C1=CC=CC=C1)O[C@H]1[C@](O[C@@H]([C@H]([C@@H]1OCC1=CC=CC=C1)OCC1=CC=CC=C1)COCC1=CC=CC=C1)(O)C1=C(C=C(C(=C1)CC1=CC=C(C=C1)CC)Cl)OC ((2S,3R,4S,5R,6R)-3,4,5-tris(benzyloxy)-6-(benzyloxymethyl)-2-(4-chloro-5-(4-ethylbenzyl)-2-methoxyphenyl)tetrahydro-2H-pyran-2-ol), BF3 OEt2. Solvent: C(Cl)Cl (methylene chloride). Reaction conditions: time 1 hour. Yields the product C(C1=CC=CC=C1)O[C@H]1[C@](O[C@@H]([C@H]([C@@H]1OCC1=CC=CC=C1)OCC1=CC=CC=C1)COCC1=CC=CC=C1)(CC(=C)C)C1=C(C=C(C(=C1)CC1=CC=C(C=C1)CC)Cl)OC ((2S,3R,4S,5R,6R)-3,4,5-tris(benzyloxy)-6-(benzyloxymethyl)-2-(4-chloro-5-(4-ethylbenzyl)-2-methoxyphenyl)-2-(2-methylallyl)tetrahydro-2H-pyran). Isolated yield 104.4%. RXN SMILES: [CH2:1]([Si](C)(C)C)[C:2](=[CH2:4])[CH3:3].[CH2:9]([O:16][C@@H:17]1[C@@H:22]([O:23][CH2:24]C2C=CC=CC=2)[C@H:21]([O:31][CH2:32][C:33]2[CH:38]=[CH:37][CH:36]=[CH:35][CH:34]=2)[C@@H:20]([CH2:39][O:40][CH2:41][C:42]2[CH:47]=[CH:46][CH:45]=[CH:44][CH:43]=2)[O:19][C@:18]1([C:49]1[CH:54]=[C:53]([CH2:55][C:56]2[CH:61]=[CH:60][C:59]([CH2:62][CH3:63])=[CH:58][CH:57]=2)[C:52]([Cl:64])=[CH:51][C:50]=1[O:65][CH3:66])O)C1C=CC=CC=1>C(Cl)Cl>[CH2:9]([O:16][C@@H:17]1[C@@H:22]([O:23][CH2:24][C:42]2[CH:47]=[CH:46][CH:45]=[CH:44][CH:43]=2)[C@H:21]([O:31][CH2:32][C:33]2[CH:34]=[CH:35][CH:36]=[CH:37][CH:38]=2)[C@@H:20]([CH2:39][O:40][CH2:41][C:42]2[CH:43]=[CH:44][CH:45]=[CH:46][CH:47]=2)[O:19][C@:18]1([C:49]1[CH:54]=[C:53]([CH2:55][C:56]2[CH:61]=[CH:60][C:59]([CH2:62][CH3:63])=[CH:58][CH:57]=2)[C:52]([Cl:64])=[CH:51][C:50]=1[O:65][CH3:66])[CH2:1][C:2]([CH3:3])=[CH2:4])[C:33]1[CH:38]=[CH:37][CH:36]=[CH:35][CH:34]=1. Procedure: To a mixture of methallyltrimethylsilane (185 μL, 1.05 mmol) and 23 (0.28 g, 0.35 mmol) in anhydrous methylene chloride (10 mL) at −20° C. was added BF3 OEt2 (88 μL, 0.70 mmol) in a drop-wise manner. The resulting light orange mixture was stirred for 1 hour, during which the temperature was allowed to rise to 0° C. The reaction mixture was quenched with 10% NaHCO3 and extracted with DCM. The organic layer was separated, dried (Na2SO4), filtered, and evaporated to yield a residue which was purifi...